From a dataset of the Open Reaction Database (ORD), a public repository of structured organic reaction records. describe an organic reaction: reactants, conditions, products, and yield The reactants are O=C(O)Cc1ccc2c(c1)C(=O)c1ccccc1CO2, CC(C)Nc1ccccc1. The reagents and catalysts are CCN=C=NCCCN(C)C.Cl (EDC-HCl), CCN(C(C)C)C(C)C (DIPEA), C1=CC=C2C(=C1)C(=O)N(C2=O)O (N-Hydroxyphthalimide). Solvent: CN(C)C=O (DMF), CN(C)C=O (DMF), CN(C)C=O (DMF), CN(C)C=O (DMF), CN(C)C=O (DMF), CN(C)C=O (DMF). Conditions: temperature 25 celsius, time 2 hour. Yields the product CC(C)N(C(=O)Cc1ccc2c(c1)C(=O)c1ccccc1CO2)c1ccccc1. Isolated yield 0.7%. RXN SMILES: CC(C)Nc1ccccc1.O=C(O)Cc1ccc2c(c1)C(=O)c1ccccc1CO2.CCN=C=NCCCN(C)C.Cl.C1=CC=C2C(=C1)C(=O)N(C2=O)O.CCN(C(C)C)C(C)C.CN(C)C=O>>CC(C)N(C(=O)Cc1ccc2c(c1)C(=O)c1ccccc1CO2)c1ccccc1. Reactants: CN1C=C(C=N1)C2=C(N=C(C=C2)N)OC, CC1C(OC2=C(CN1C)C=CC(=N2)Cl)C3=NC(=CS3)C. Reagents/catalysts: C(=O)([O-])[O-].[Cs+].[Cs+], C1CCC(CC1)P(C2CCCCC2)C3=CC=CC=C3C4=CC=CC=C4, CC(=O)O.CC(=O)O.[Pd]. The solvent is COCCOC. Conditions: temperature 110 celsius. The product is CC1C(OC2=C(CN1C)C=CC(=N2)NC3=NC(=C(C=C3)C4=CN(N=C4)C)OC)C5=NC(=CS5)C. Yield: 73.3%. Procedure details: To 6-methoxy-5-(1-methyl-1H-pyrazol-4-yl)pyridin-2-amine (0.086 g, 0.42 mmol) in DME (3 mL) were 8-chloro-3,4-dimethyl-2-(4-methylthiazol-2-yl)-2,3,4,5-tetrahydropyrido[3,2-f][1,4]oxazepine (0.130 g, 0.42 mmol), cesium carbonate (0.205 g, 0.63 mmol), 2-(Dicyclohexylphosphino)biphenyl (0.015 g, 0.04 mmol) and Palladium acetate (9.42 mg, 0.04 mmol) added. The reaction was heated to 110°C for 60 min under argon atmosphere. The reaction mixture was filtered through celite, washed with DCM and the so...